From a dataset of the Open Reaction Database (ORD), a public repository of structured organic reaction records. describe an organic reaction: reactants, conditions, products, and yield Run in COC(C)O (methoxyethanol). Starting materials: [I-].[Na+] (sodium iodide), NC=1SC2=C(N1)C=CC=C2 (2-aminobenzothiazole), CC1=CC=C(CCl)C=C1 (4-methylbenzyl chloride). The yield is 35.0%. RXN SMILES: [NH2:1][C:2]1[S:3][C:4]2[CH:10]=[CH:9][CH:8]=[CH:7][C:5]=2[N:6]=1.[CH3:11][C:12]1[CH:19]=[CH:18][C:15]([CH2:16][Cl:17])=[CH:14][CH:13]=1.[I-].[Na+]>COC(O)C>[ClH:17].[CH3:11][C:12]1[CH:19]=[CH:18][C:15]([CH2:16][N:6]2[C:5]3[CH:7]=[CH:8][CH:9]=[CH:10][C:4]=3[S:3][C:2]2=[NH:1])=[CH:14][CH:13]=1 |f:2.3,5.6|. Product: Cl.CC1=CC=C(CN2C(SC3=C2C=CC=C3)=N)C=C1 (3-(4-Methyl-benzyl)-3H-benzothiazol-2-ylideneamine hydrochloride salt). Procedure: A mixture of 2-aminobenzothiazole (2.104 g, 13.6 mmol) and 4-methylbenzyl chloride (2.25 mL, 12.5 mmol) was refluxed for 8 hours in methoxyethanol in the presence of a catalytic amount of sodium iodide (220 mg, 1.46 mmol). After cooling a precipitate formed which was filtered and rinsed with ether to give 35% yield: mp 243-248° C.; 1H-NMR (DMSO-d6) 2.26 (s, 3H), 5.65 (s, 2H), 7.20 (dd, 4H), 7.39 (t, 1H), 7.48 (t, 1H), 7.55 (d, 1H), 8.02 (d, 1H); HR-MS (EI) m/z 254.0870 (M+). The reactants are S1C(=CC=C1)C1=NOC(=C1)C(CC=O)C (3-(3-(2-thienyl)isoxazol-5-yl)butanal), C1(=CC=CC=C1)N1CCCCC1 (1-phenylpiperidine), [BH-](OC(=O)C)(OC(=O)C)OC(=O)C.[Na+] (NaBH(OAc)3), C(C1=CC=CC=C1)N1CCNCC1 (1-benylpiperazine). The solvent is C(Cl)Cl (methylene chloride). Product: C1(=CC=CC=C1)N1CCN(CC1)CCCCC1=CC(=NO1)C=1SC=CC1 (2-{5-[4-(4-Phenylpiperazinyl)butyl]isoxazol-3-yl}thiophene). Yield: 94.7%. Reaction SMILES: [S:1]1[CH:5]=[CH:4][CH:3]=[C:2]1[C:6]1[CH:10]=[C:9]([CH:11](C)[CH2:12][CH:13]=O)[O:8][N:7]=1.[C:16]1([N:22]2[CH2:27][CH2:26]C[CH2:24][CH2:23]2)[CH:21]=[CH:20][CH:19]=[CH:18][CH:17]=1.[BH-](OC(C)=O)(OC(C)=O)OC(C)=O.[Na+].[CH2:42]([N:49]1CCNCC1)C1C=CC=CC=1>C(Cl)Cl>[C:16]1([N:22]2[CH2:27][CH2:26][N:49]([CH2:42][CH2:13][CH2:12][CH2:11][C:9]3[O:8][N:7]=[C:6]([C:2]4[S:1][CH:5]=[CH:4][CH:3]=4)[CH:10]=3)[CH2:24][CH2:23]2)[CH:21]=[CH:20][CH:19]=[CH:18][CH:17]=1 |f:2.3|. Reported procedure: About 2 min after dissolving 3-(3-(2-thienyl)isoxazol-5-yl)butanal (23.5 mg, 0.106 mmol) and 1-phenylpiperidine (16.2, 0.106 mmol) in 2 mL of dry methylene chloride, were added NaBH(OAc)3 (67.4 mg, 0.318 mmol), cold acetic acid (7.3, 0.127 1mmol) and molecular sieves (5 beads). The reaction mixture was reacted for 3 hr and followed the same processes as in Example 1 to obtain 36.9 mg (94.7%) of the target compound. Starting materials: [K+].[Br-] (KBr), [N+](=O)(O)[O-] (Nitric acid), OC1C(C2=C(OC1(C)C)C=CS2)N2C(CCC2)=O (5,6- dihydro-6-hydroxy-5,5-dimethyl-7-(2-oxopyrrolidin-1-yl)-7H-thieno[3,2-b]pyran), resultant solution, ice water. The solvent is C(C)(=O)O (acetic acid). Reaction conditions: time 1.5 hour. Yields the product OC1C(C2=C(OC1(C)C)C=C(S2)[N+](=O)[O-])N2C(CCC2)=O (5,6-Dihydro-6-hydroxy-5,5-dimethyl-2-nitro-7 -(2-oxopyrrolidin-1-yl)-7H-thieno [3,2-b]pyran). As a reaction SMILES: [N+:1]([O-:4])(O)=[O:2].[OH:5][CH:6]1[C:11]([CH3:13])([CH3:12])[O:10][C:9]2[CH:14]=[CH:15][S:16][C:8]=2[CH:7]1[N:17]1[CH2:21][CH2:20][CH2:19][C:18]1=[O:22].[K+].[Br-]>C(O)(=O)C>[OH:5][CH:6]1[C:11]([CH3:12])([CH3:13])[O:10][C:9]2[CH:14]=[C:15]([N+:1]([O-:4])=[O:2])[S:16][C:8]=2[CH:7]1[N:17]1[CH2:21][CH2:20][CH2:19][C:18]1=[O:22] |f:2.3|. Procedure details: Nitric acid (90%, 1.2 mL, 26.9 mmol) was added to a solution of 5,6- dihydro-6-hydroxy-5,5-dimethyl-7-(2-oxopyrrolidin-1-yl)-7H-thieno[3,2-b]pyran (1.0 g, 3.74 mmol]in acetic acid (30 mL) at 18° C., and stirred at rt for 1.5 h. The resultant solution was poured into ice water (200 mL). Within 10 min a yellow solid crystallized which was collected by filtration, washed with water and triturated in diethyl ether to give the product, 0.487 g (42%), as a yellow solid: mp 214°-217° C.; IR (KBr): 3216... The reactants are CC(C)(C)OC(=O)NC(CO)c1ccc(Br)cc1, CO, Cl, C1COCCO1. Product: NC(CO)c1ccc(Br)cc1. As a reaction SMILES: [C:1]([O:2][C:3](=[O:4])[NH:7][CH:8]([CH2:9][OH:10])[c:11]1[cH:12][cH:13][c:14]([Br:17])[cH:15][cH:16]1)([CH3:5])([CH3:6])[CH3:18].[CH3:20][OH:21].[ClH:19].[O:22]1[CH2:23][CH2:24][O:25][CH2:26][CH2:27]1>>[NH2:7][CH:8]([CH2:9][OH:10])[c:11]1[cH:12][cH:13][c:14]([Br:17])[cH:15][cH:16]1. Starting materials: C1=CC=CC=2C(C3=CC=CC=C3C(C12)=O)=O (anthraquinone), [N+](=O)([O-])C1=CC=CC=2C(C3=C(C=CC=C3C(C12)=O)[N+](=O)[O-])=O (1,5-dinitroanthraquinone), [N+](=O)(O)[O-] (HNO3), 1,5- and 1,8-dinitroanthraquinone. Yields the product ( a ), [N+](=O)([O-])C1=CC=CC=2C(C3=CC=CC(=C3C(C12)=O)[N+](=O)[O-])=O (1,8-dinitroanthraquinone). Reaction SMILES: C1C2C(=O)C3C(=CC=CC=3)C(=O)C=2C=CC=1.[N+:17]([C:20]1[C:33]2[C:32](=[O:34])[C:31]3[C:26](=[C:27]([N+]([O-])=O)[CH:28]=[CH:29][CH:30]=3)[C:25](=[O:38])[C:24]=2[CH:23]=[CH:22][CH:21]=1)([O-:19])=[O:18].[N+:39]([O-])([OH:41])=[O:40]>>[N+:39]([C:30]1[C:31]2[C:32](=[O:34])[C:33]3[C:24](=[CH:23][CH:22]=[CH:21][C:20]=3[N+:17]([O-:19])=[O:18])[C:25](=[O:38])[C:26]=2[CH:27]=[CH:28][CH:29]=1)([O-:41])=[O:40]. Procedure details: The procedure is as described in Example 5, except that the mixed dinitration of anthraquinone is carried out not only with the extract left after stirring of the 1,5-dinitroanthraquinone, but also with the HNO3 -moist filter cake containing 1,5- and 1,8-dinitroanthraquinone obtained in accordance with variant (a) or (b) of Example 5. Starting materials: COC(COC1=C(C=C(C(=C1)Cl)SC#N)C)=O ((5-chloro-2-methyl-4-thiocyanato-phenoxy)-acetic acid methyl ester), COC(COC1=C(C=C(C(=C1)Cl)SCC1=CC=C(C=C1)C1=CC=C(C=C1)C(F)(F)F)C)=O ([5-Chloro-2-methyl-4-(4′-trifluoromethyl-biphenyl-4-ylmethylsulfanyl)-phenoxy]-acetic acid methyl ester), COC(COC1=C(C=C(C(=C1)Cl)SCC1=CC=C(C=C1)C1=CC=C(C=C1)C(F)(F)F)C)=O ([5-Chloro-2-methyl-4-(4′-trifluoromethyl-biphenyl-4-ylmethylsulfanyl)-phenoxy]-acetic acid methyl ester). The product is ClC=1C(=CC(=C(OCC(=O)O)C1)C)SCC1=CC=C(C=C1)C1=CC=C(C=C1)C(F)(F)F ([5-Chloro-2-methyl-4-(4′-trifluoromethyl-biphenyl-4-ylmethylsulfanyl)-phenoxy]-acetic acid). As a reaction SMILES: COC(=O)COC1C=C(Cl)C(SC#N)=CC=1C.C[O:19][C:20](=[O:49])[CH2:21][O:22][C:23]1[CH:28]=[C:27]([Cl:29])[C:26]([S:30][CH2:31][C:32]2[CH:37]=[CH:36][C:35]([C:38]3[CH:43]=[CH:42][C:41]([C:44]([F:47])([F:46])[F:45])=[CH:40][CH:39]=3)=[CH:34][CH:33]=2)=[CH:25][C:24]=1[CH3:48]>>[Cl:29][C:27]1[C:26]([S:30][CH2:31][C:32]2[CH:33]=[CH:34][C:35]([C:38]3[CH:39]=[CH:40][C:41]([C:44]([F:45])([F:46])[F:47])=[CH:42][CH:43]=3)=[CH:36][CH:37]=2)=[CH:25][C:24]([CH3:48])=[C:23]([CH:28]=1)[O:22][CH2:21][C:20]([OH:49])=[O:19]. Reported procedure: The title compound was prepared from (5-chloro-2-methyl-4-thiocyanato-phenoxy)-acetic acid methyl ester in a manner analogous to Example 1D. 400 MHz 1H NMR (DMSO-d6) δ 7.27 (s, 1H), 6.97 (s, 1H), 5.31 (s, 1H), 4.79 (s, 2H), 3.64 (s, 3H), 2.07 (s, 3H). Step 4. Preparation of [5-Chloro-2-methyl-4-(4′-trifluoromethyl-biphenyl-4-ylmethylsulfanyl)-phenoxy]-acetic acid methyl ester (Compound 20D) The reactants are [Br-], N#Cc1ccc(-c2ccc(Br)o2)nc1, N#Cc1ccc(C[Zn+])cc1, ClCCl, C1CCOC1, [Pd], c1ccc(P(c2ccccc2)c2ccccc2)cc1, c1ccc(P(c2ccccc2)c2ccccc2)cc1, c1ccc(P(c2ccccc2)c2ccccc2)cc1, c1ccc(P(c2ccccc2)c2ccccc2)cc1. Yields the product N#Cc1ccc(Cc2ccc(-c3ccc(C#N)cn3)o2)cc1. As a reaction SMILES: [Br-:15].[Br:1][c:2]1[cH:3][cH:4][c:5](-[c:7]2[n:8][cH:9][c:10]([C:11]#[N:12])[cH:13][cH:14]2)[o:6]1.[C:16](#[N:17])[c:18]1[cH:19][cH:20][c:21]([CH2:22][Zn+:23])[cH:24][cH:25]1.[Cl:31][CH2:32][Cl:33].[O:26]1[CH2:27][CH2:28][CH2:29][CH2:30]1.[Pd:110].[c:34]1([P:35]([c:36]2[cH:37][cH:38][cH:39][cH:40][cH:41]2)[c:42]2[cH:43][cH:44][cH:45][cH:46][cH:47]2)[cH:48][cH:49][cH:50][cH:51][cH:52]1.[c:53]1([P:54]([c:55]2[cH:56][cH:57][cH:58][cH:59][cH:60]2)[c:61]2[cH:62][cH:63][cH:64][cH:65][cH:66]2)[cH:67][cH:68][cH:69][cH:70][cH:71]1.[c:72]1([P:73]([c:74]2[cH:75][cH:76][cH:77][cH:78][cH:79]2)[c:80]2[cH:81][cH:82][cH:83][cH:84][cH:85]2)[cH:86][cH:87][cH:88][cH:89][cH:90]1.[c:91]1([P:92]([c:93]2[cH:94][cH:95][cH:96][cH:97][cH:98]2)[c:99]2[cH:100][cH:101][cH:102][cH:103][cH:104]2)[cH:105][cH:106][cH:107][cH:108][cH:109]1>>[c:2]1([CH2:22][c:21]2[cH:20][cH:19][c:18]([C:16]#[N:17])[cH:25][cH:24]2)[cH:3][cH:4][c:5](-[c:7]2[n:8][cH:9][c:10]([C:11]#[N:12])[cH:13][cH:14]2)[o:6]1. The reactants are O=C([O-])[O-], O=C(N1CCc2ccc(Cl)c(OS(=O)(=O)C(F)(F)F)c2CC1)C(F)(F)F, [Cs+], [Cs+], NCc1ccc2ncccc2c1, O=C(C=Cc1ccccc1)C=Cc1ccccc1, O=C(C=Cc1ccccc1)C=Cc1ccccc1, O=C(C=Cc1ccccc1)C=Cc1ccccc1, [Pd], [Pd], c1ccc(P(c2ccccc2)c2ccc3ccccc3c2-c2c(P(c3ccccc3)c3ccccc3)ccc3ccccc23)cc1. Yields the product O=C(N1CCc2ccc(Cl)c(NCc3ccc4ncccc4c3)c2CC1)C(F)(F)F. As a reaction SMILES: [C:85](=[O:86])([O-:87])[O-:88].[Cl:1][c:2]1[c:3]([O:19][S:20]([C:21]([F:22])([F:23])[F:24])(=[O:25])=[O:26])[c:4]2[c:5]([cH:17][cH:18]1)[CH2:6][CH2:7][N:8]([C:11]([C:12]([F:13])([F:14])[F:15])=[O:16])[CH2:9][CH2:10]2.[Cs+:89].[Cs+:90].[NH2:27][CH2:28][c:29]1[cH:30][c:31]2[cH:32][cH:33][cH:34][n:35][c:36]2[cH:37][cH:38]1.[O:111]=[C:112]([CH:113]=[CH:114][c:115]1[cH:116][cH:117][cH:118][cH:119][cH:120]1)[CH:121]=[CH:122][c:123]1[cH:124][cH:125][cH:126][cH:127][cH:128]1.[O:129]=[C:130]([CH:131]=[CH:132][c:133]1[cH:134][cH:135][cH:136][cH:137][cH:138]1)[CH:139]=[CH:140][c:141]1[cH:142][cH:143][cH:144][cH:145][cH:146]1.[O:93]=[C:94]([CH:95]=[CH:96][c:97]1[cH:98][cH:99][cH:100][cH:101][cH:102]1)[CH:103]=[CH:104][c:105]1[cH:106][cH:107][cH:108][cH:109][cH:110]1.[Pd:91].[Pd:92].[cH:39]1[cH:40][cH:41][c:42]([P:43]([c:44]2[cH:45][cH:46][c:47]3[c:48]([cH:49][cH:50][cH:51][cH:52]3)[c:53]2-[c:54]2[c:55]3[c:56]([cH:57][cH:58][cH:59][cH:60]3)[cH:61][cH:62][c:63]2[P:64]([c:65]2[cH:66][cH:67][cH:68][cH:69][cH:70]2)[c:71]2[cH:72][cH:73][cH:74][cH:75][cH:76]2)[c:77]2[cH:78][cH:79][cH:80][cH:81][cH:82]2)[cH:83][cH:84]1>>[Cl:1][c:2]1[c:3]([NH:27][CH2:28][c:29]2[cH:30][c:31]3[cH:32][cH:33][cH:34][n:35][c:36]3[cH:37][cH:38]2)[c:4]2[c:5]([cH:17][cH:18]1)[CH2:6][CH2:7][N:8]([C:11]([C:12]([F:13])([F:14])[F:15])=[O:16])[CH2:9][CH2:10]2. Starting materials: CC(C)(C)C(=O)Cl, COc1ccc(C(F)(F)F)cc1N, ClCCl. The product is COc1ccc(C(F)(F)F)cc1NC(=O)C(C)(C)C. As a reaction SMILES: [C:14]([C:15]([CH3:16])([CH3:17])[CH3:18])(=[O:19])[Cl:20].[CH3:1][O:2][c:3]1[c:4]([NH2:5])[cH:6][c:7]([C:10]([F:11])([F:12])[F:13])[cH:8][cH:9]1.[Cl:21][CH2:22][Cl:23]>>[CH3:1][O:2][c:3]1[c:4]([NH:5][C:14]([C:15]([CH3:16])([CH3:17])[CH3:18])=[O:19])[cH:6][c:7]([C:10]([F:11])([F:12])[F:13])[cH:8][cH:9]1.